This data is from the Open Reaction Database (ORD), a public repository of structured organic reaction records. The task is: describe an organic reaction: reactants, conditions, products, and yield Reactants: CCCCO, CCN(C(C)C)C(C)C, Clc1ncc(Cl)c(Nc2cc(C3CC3)[nH]n2)n1, CC(N)c1ccc(F)cn1. The product is CC(Nc1ncc(Cl)c(Nc2cc(C3CC3)[nH]n2)n1)c1ccc(F)cn1. RXN SMILES: [CH2:37]([OH:38])[CH2:39][CH2:40][CH3:41].[CH:28]([N:29]([CH2:30][CH3:31])[CH:32]([CH3:33])[CH3:34])([CH3:35])[CH3:36].[Cl:1][c:2]1[n:3][cH:4][c:5]([Cl:17])[c:6]([NH:8][c:9]2[n:10][nH:11][c:12]([CH:14]3[CH2:15][CH2:16]3)[cH:13]2)[n:7]1.[F:18][c:19]1[cH:20][cH:21][c:22]([CH:25]([CH3:26])[NH2:27])[n:23][cH:24]1>>[c:2]1([NH:27][CH:25]([c:22]2[cH:21][cH:20][c:19]([F:18])[cH:24][n:23]2)[CH3:26])[n:3][cH:4][c:5]([Cl:17])[c:6]([NH:8][c:9]2[n:10][nH:11][c:12]([CH:14]3[CH2:15][CH2:16]3)[cH:13]2)[n:7]1. Starting materials: COC1=CC(=C(C=C1)NC(C)=O)C (N-(4-methoxy-2-methylphenyl)acetamide), BrBr (bromine), O (water), OS(=O)[O-].[Na+] (NaHSO3). The solvent is C(C)(=O)O (acetic acid), C(Cl)Cl (DCM), C(Cl)Cl (DCM). Conditions: time 8 hour. Yields the product BrC=1C(=CC(=C(C1)NC(C)=O)C)OC (N-(5-Bromo-4-methoxy-2-methylphenyl)acetamide). Isolated yield 57.3%. Reaction SMILES: [CH3:1][O:2][C:3]1[CH:8]=[CH:7][C:6]([NH:9][C:10](=[O:12])[CH3:11])=[C:5]([CH3:13])[CH:4]=1.[Br:14]Br.OS([O-])=O.[Na+].O>C(O)(=O)C.C(Cl)Cl>[Br:14][C:8]1[C:3]([O:2][CH3:1])=[CH:4][C:5]([CH3:13])=[C:6]([NH:9][C:10](=[O:12])[CH3:11])[CH:7]=1 |f:2.3|. Procedure: To a solution of N-(4-methoxy-2-methylphenyl)acetamide (130 g, 0.73 mol) in acetic acid (800 mL) is added bromine (42 mL, 0.8 mol) dropwise at 0° C. After addition, the resulting mixture is stirred at RT overnight. Saturated aqueous NaHSO3 is added until a clear solution is obtained, and then a large amount of water (2.0 L) is added forming a precipitate. The precipitated solid is collected and washed with water to give the crude product (thin layer chromatography (TLC) solvent: DCM:EtOAc=10:1)....